This data is from the Open Reaction Database (ORD), a public repository of structured organic reaction records. The task is: describe an organic reaction: reactants, conditions, products, and yield The reactants are CC=1NC=CN1 (2-methyl-1H-imidazole), Cl.Cl.ClCCN1CCC(CC1)NC1=NC2=C(N1CC1=CC=C(C=C1)F)C=CC=C2 (N-[1-(2-chloroethyl)-4-piperidinyl]-1-(4-fluorophenylmethyl)-1H-benzimidazol-2-amine dihydrochloride), C([O-])([O-])=O.[Na+].[Na+] (sodium carbonate), CN(C=O)C (N,N-dimethylformamide). Solvent: O (water). Conditions: temperature 60 celsius, time 8 hour. Product: FC1=CC=C(C=C1)CN1C(=NC2=C1C=CC=C2)NC2CCN(CC2)CCN2C(=NC=C2)C (1-[(4-fluorophenyl)methyl]-N-[1-[2-(2-methyl-1H-imidazol-1-yl)ethyl]-4-piperidinyl]-1H-benzimidazol-2-amine). The yield is 30.0%. As a reaction SMILES: [CH3:1][C:2]1[NH:3][CH:4]=[CH:5][N:6]=1.Cl.Cl.Cl[CH2:10][CH2:11][N:12]1[CH2:17][CH2:16][CH:15]([NH:18][C:19]2[N:23]([CH2:24][C:25]3[CH:30]=[CH:29][C:28]([F:31])=[CH:27][CH:26]=3)[C:22]3[CH:32]=[CH:33][CH:34]=[CH:35][C:21]=3[N:20]=2)[CH2:14][CH2:13]1.C(=O)([O-])[O-].[Na+].[Na+].CN(C)C=O>O>[F:31][C:28]1[CH:29]=[CH:30][C:25]([CH2:24][N:23]2[C:22]3[CH:32]=[CH:33][CH:34]=[CH:35][C:21]=3[N:20]=[C:19]2[NH:18][CH:15]2[CH2:14][CH2:13][N:12]([CH2:11][CH2:10][N:3]3[CH:4]=[CH:5][N:6]=[C:2]3[CH3:1])[CH2:17][CH2:16]2)=[CH:26][CH:27]=1 |f:1.2.3,4.5.6|. Procedure: A mixture of 1.64 parts of 2-methyl-1H-imidazole, 9.2 parts of N-[1-(2-chloroethyl)-4-piperidinyl]-1-(4-fluorophenylmethyl)-1H-benzimidazol-2-amine dihydrochloride, 6.4 parts of sodium carbonate and 135 parts of N,N-dimethylformamide was stirred overnight at 60° C. The reaction mixture was poured into water. The product was extracted with trichloromethane. The extract was dried, filtered and evaporated. The residue was purified by column chromatography over silica gel using a mixture of trichlor... Starting materials: CC(C)(Br)C(=O)Cl, CCOC(C)=O, Cl, CC(=O)c1cc(OCc2ccccc2)cc(N)c1O, O, c1ccncc1. Yields the product CC(=O)c1cc(OCc2ccccc2)cc(NC(=O)C(C)(C)Br)c1O. Reaction SMILES: [Br:1][C:2]([C:3](=[O:4])[Cl:5])([CH3:6])[CH3:7].[CH3:35][CH2:36][O:37][C:38](=[O:39])[CH3:40].[ClH:28].[NH2:8][c:9]1[c:10]([OH:26])[c:11]([C:23]([CH3:24])=[O:25])[cH:12][c:13]([O:15][CH2:16][c:17]2[cH:18][cH:19][cH:20][cH:21][cH:22]2)[cH:14]1.[OH2:27].[cH:29]1[cH:30][cH:31][n:32][cH:33][cH:34]1>>[Br:1][C:2]([C:3](=[O:4])[NH:8][c:9]1[c:10]([OH:26])[c:11]([C:23]([CH3:24])=[O:25])[cH:12][c:13]([O:15][CH2:16][c:17]2[cH:18][cH:19][cH:20][cH:21][cH:22]2)[cH:14]1)([CH3:6])[CH3:7]. The reactants are CN(C)C=O, CCO, c1cnc(N2CCNCC2)nc1, c1cc(OCC2CO2)cc(-c2noc3ncccc23)c1. Product: OC(COc1cccc(-c2noc3ncccc23)c1)CN1CCN(c2ncccn2)CC1. RXN SMILES: [CH3:33][N:34]([CH3:35])[CH:36]=[O:37].[CH3:38][CH2:39][OH:40].[N:21]1([c:27]2[n:28][cH:29][cH:30][cH:31][n:32]2)[CH2:22][CH2:23][NH:24][CH2:25][CH2:26]1.[O:1]1[CH:2]([CH2:4][O:5][c:6]2[cH:7][c:8](-[c:12]3[n:13][o:14][c:15]4[n:16][cH:17][cH:18][cH:19][c:20]34)[cH:9][cH:10][cH:11]2)[CH2:3]1>>[OH:1][CH:2]([CH2:3][N:24]1[CH2:23][CH2:22][N:21]([c:27]2[n:28][cH:29][cH:30][cH:31][n:32]2)[CH2:26][CH2:25]1)[CH2:4][O:5][c:6]1[cH:7][c:8](-[c:12]2[n:13][o:14][c:15]3[n:16][cH:17][cH:18][cH:19][c:20]23)[cH:9][cH:10][cH:11]1. Reactants: CN(C)C=O, CC1C(I)C(=O)C=C2CCC3C4CCC(=O)C4(C)CCC3C21C, [Li+], [Li+], O=C([O-])[O-], O. Yields the product CC1=CC(=O)C=C2CCC3C4CCC(=O)C4(C)CCC3C12C. RXN SMILES: [CH3:31][N:32]([CH3:33])[CH:34]=[O:35].[I:1][CH:2]1[C:3](=[O:23])[CH:4]=[C:5]2[CH2:6][CH2:7][CH:8]3[CH:9]4[CH2:10][CH2:11][C:12](=[O:22])[C:13]4([CH3:14])[CH2:15][CH2:16][CH:17]3[C:18]2([CH3:21])[CH:19]1[CH3:20].[Li+:24].[Li+:25].[O-:26][C:27](=[O:28])[O-:29].[OH2:30]>>[CH:2]1=[C:19]([CH3:20])[C:18]2([CH3:21])[C:5](=[CH:4][C:3]1=[O:23])[CH2:6][CH2:7][CH:8]1[CH:9]3[CH2:10][CH2:11][C:12](=[O:22])[C:13]3([CH3:14])[CH2:15][CH2:16][CH:17]12.